Dataset: the Open Reaction Database (ORD), a public repository of structured organic reaction records. Task: describe an organic reaction: reactants, conditions, products, and yield Reactants: BrCc1ccc2ccccc2c1, O=C([O-])[O-], CN(C)C=O, [K+], [K+], c1csc(N2CCNCC2)n1. Yields the product c1ccc2cc(CN3CCN(c4nccs4)CC3)ccc2c1. RXN SMILES: [Br:1][CH2:2][c:3]1[cH:4][c:5]2[cH:6][cH:7][cH:8][cH:9][c:10]2[cH:11][cH:12]1.[C:13](=[O:14])([O-:15])[O-:16].[CH3:30][N:31]([CH3:32])[CH:33]=[O:34].[K+:17].[K+:18].[s:19]1[c:20]([N:24]2[CH2:25][CH2:26][NH:27][CH2:28][CH2:29]2)[n:21][cH:22][cH:23]1>>[CH2:2]([c:3]1[cH:4][c:5]2[cH:6][cH:7][cH:8][cH:9][c:10]2[cH:11][cH:12]1)[N:27]1[CH2:26][CH2:25][N:24]([c:20]2[s:19][cH:23][cH:22][n:21]2)[CH2:29][CH2:28]1. Reported procedure: A mixture of 1.6 g of the product from Example 2 and 0.3 g of sodium azide in 10 mL absolute ethanol was heated at reflux temperature for 24 hours. Additional sodium azide (0.3 g) was added and the suspension was heated for another 24 hours. The reaction mixture was cooled to room temperature and the ethanol was removed in vacuo. The resultant crude oil was purified by careful chromatography on silica gel. Elution with 1:1 hexane/ethyl acetate gave 0.5 g of the desired product as a colorless, vi... Starting materials: NS(=O)(=O)C1=C(C(=O)OCCI)C=CC=C1 (2-(Aminosulfonyl)benzoic acid, 2-iodoethyl ester), [N-]=[N+]=[N-].[Na+] (sodium azide), [N-]=[N+]=[N-].[Na+] (sodium azide). The yield is 41.1%. The solvent is C(C)O (ethanol). As a reaction SMILES: [NH2:1][S:2]([C:5]1[CH:16]=[CH:15][CH:14]=[CH:13][C:6]=1[C:7]([O:9][CH2:10][CH2:11]I)=[O:8])(=[O:4])=[O:3].[N-:17]=[N+:18]=[N-:19].[Na+]>C(O)C>[NH2:1][S:2]([C:5]1[CH:16]=[CH:15][CH:14]=[CH:13][C:6]=1[C:7]([O:9][CH2:10][CH2:11][N:17]=[N+:18]=[N-:19])=[O:8])(=[O:4])=[O:3] |f:1.2|. The product is NS(=O)(=O)C1=C(C(=O)OCCN=[N+]=[N-])C=CC=C1 (2-(Aminosulfonyl)benzoic acid, 2-azidoethyl ester). Reactants: FC(C(=O)O)(F)F.N1CC(CC1)S(=O)(=O)C1=CC=C(C=C1)O ((RS)-4-(pyrrolidine-3-sulfonyl)-phenol trifluoroacetic acid salt), C(C1=CC=CC=C1)C1CC(C1)=O (3-benzyl-cyclobutanone). Product: C(C1=CC=CC=C1)[C@@H]1C[C@H](C1)N1CC(CC1)S(=O)(=O)C1=CC=C(C=C1)O ((3RS,trans)-4-[1-(3-Benzyl-cyclobutyl)-pyrrolidine-3-sulfonyl]-phenol). RXN SMILES: FC(F)(F)C(O)=O.[NH:8]1[CH2:12][CH2:11][CH:10]([S:13]([C:16]2[CH:21]=[CH:20][C:19]([OH:22])=[CH:18][CH:17]=2)(=[O:15])=[O:14])[CH2:9]1.[CH2:23]([CH:30]1[CH2:33][C:32](=O)[CH2:31]1)[C:24]1[CH:29]=[CH:28][CH:27]=[CH:26][CH:25]=1>>[CH2:23]([C@H:30]1[CH2:31][C@H:32]([N:8]2[CH2:12][CH2:11][CH:10]([S:13]([C:16]3[CH:21]=[CH:20][C:19]([OH:22])=[CH:18][CH:17]=3)(=[O:15])=[O:14])[CH2:9]2)[CH2:33]1)[C:24]1[CH:25]=[CH:26][CH:27]=[CH:28][CH:29]=1 |f:0.1|. Reported procedure: The title compound, MS: m/e=372.3 (M+H+) was prepared from (RS)-4-(pyrrolidine-3-sulfonyl)-phenol trifluoroacetic acid salt and 3-benzyl-cyclobutanone. Reactants: Cl\C(\C#N)=C\N(C)CC(=O)OCC ((E)-2-chloro-3-[[[(ethoxy)carbonyl]methyl](methyl)amino]-2-propene nitrile), [K] (Potassium), ice water, C(C)(=O)O (acetic acid), [O-]CCCC (butoxide). The solvent is C1(=CC=CC=C1)C (toluene), C1(=CC=CC=C1)C (toluene). Reaction conditions: time 30 minute. Product: NC1=C(N(C=C1Cl)C)C(=O)OCC (Ethyl 3-amino-4-chloro-1-methyl-1H-pyrrole-2-carboxylate). The yield is 86.3%. Reaction SMILES: [K].[O-]CCCC.[Cl:7]/[C:8](=[CH:11]/[N:12]([CH2:14][C:15]([O:17][CH2:18][CH3:19])=[O:16])[CH3:13])/[C:9]#[N:10].C(O)(=O)C>C1(C)C=CC=CC=1>[NH2:10][C:9]1[C:8]([Cl:7])=[CH:11][N:12]([CH3:13])[C:14]=1[C:15]([O:17][CH2:18][CH3:19])=[O:16] |^1:0|. Procedure details: Potassium ter.butoxide (0.5 g, 0.0044 mol) is placed in anhydrous toluene (300 ml). At ambient temperature, a solution of (E)-2-chloro-3-[[[(ethoxy)carbonyl]methyl](methyl)amino]-2-propene nitrile (58.0 g, 0.286 mol) (mp. 57° C.) in anhydrous toluene (200 ml) is added dropwise to the resulting suspension and the mixture is stirred for a further 30 minutes. It is then poured into ice water (1 liter), neutralized with acetic acid and then exhaustively extracted with dichloromethane. The combined e... Reactants: I[Si](C)(C)C (iodotrimethylsilane), FC1=CC=CC2=C1CCCC(N2)=O (6-Fluoro-1,3,4,5-tetrahydro-1-benzazepin-2-one), three, II (Iodine), CN(C)CCN(C)C (TMEDA). Solvent: C(Cl)Cl (DCM). Run at temperature 0 celsius, time 45 minute. Product: FC1=CC=CC2=C1CCC(C(N2)=O)I (6-fluoro-3-iodo-1,3,4,5-tetrahydro-1-benzazepin-2-one). Isolated yield 99.5%. Reaction SMILES: [F:1][C:2]1[C:7]2[CH2:8][CH2:9][CH2:10][C:11](=[O:13])[NH:12][C:6]=2[CH:5]=[CH:4][CH:3]=1.CN(CCN(C)C)C.[I:22][Si](C)(C)C.II>C(Cl)Cl>[F:1][C:2]1[C:7]2[CH2:8][CH2:9][CH:10]([I:22])[C:11](=[O:13])[NH:12][C:6]=2[CH:5]=[CH:4][CH:3]=1. Reported procedure: 6-Fluoro-1,3,4,5-tetrahydro-1-benzazepin-2-one (25 g, 140 mmol) was charged to a 100-mL three neck flask with a dropping funnel and an overhead stirrer. DCM (250 ml) is added and the reaction is cooled to 0° C. TMEDA (29.5 ml, 195 mmol) is added, followed by drop wise addition of iodotrimethylsilane (26.6 ml, 195 mmol). The mixture was stirred for 45 minutes. Iodine (49.6 g, 195 mmol) is added in 5 portions and the mixture is stirred for another 1.5 h. The reaction was quenched with 250 mL Na2SO... Reactants: Cl.O1C(=CC=C1)COC1CNC1 (3-(Furan-2-ylmethoxy)-azetidine hydrochloride), CCN=C=NCCCN(C)C (EDCI), C=1C=CC2=C(C1)N=NN2O (HOBt), C(C)(C)N(CC)C(C)C (diisopropylethylamine), Cl.O=C1CCC=2C=C(C=NC2N1)/C=C/C(=O)O ((E)-3-(7-oxo-5,6,7,8-tetrahydro-1,8-naphthyridin-3-yl)-acrylic acid hydrochloride). Run in CN(C=O)C (dimethylformamide), O (water), C(C)(=O)OCC (ethyl acetate). Conditions: time 2 day. The product is O1C(=CC=C1)COC1CN(C1)C(/C=C/C=1C=C2CCC(NC2=NC1)=O)=O ((E)-6-(3-(3-(Furan-2-ylmethoxy)azetidin-1-yl)-3-oxoprop-1-enyl)-3,4-dihydro-1,8-naphthyridin-2(1H)-one), solid. Isolated yield 34.0%. Reaction SMILES: Cl.[O:2]1[CH:6]=[CH:5][CH:4]=[C:3]1[CH2:7][O:8][CH:9]1[CH2:12][NH:11][CH2:10]1.CCN=C=NCCCN(C)C.C1C=CC2N(O)N=NC=2C=1.C(N(C(C)C)CC)(C)C.Cl.[O:44]=[C:45]1[NH:54][C:53]2[N:52]=[CH:51][C:50](/[CH:55]=[CH:56]/[C:57](O)=[O:58])=[CH:49][C:48]=2[CH2:47][CH2:46]1>CN(C)C=O.O.C(OCC)(=O)C>[O:2]1[CH:6]=[CH:5][CH:4]=[C:3]1[CH2:7][O:8][CH:9]1[CH2:12][N:11]([C:57](=[O:58])/[CH:56]=[CH:55]/[C:50]2[CH:49]=[C:48]3[C:53](=[N:52][CH:51]=2)[NH:54][C:45](=[O:44])[CH2:46][CH2:47]3)[CH2:10]1 |f:0.1,5.6|. Procedure: 3-(Furan-2-ylmethoxy)-azetidine hydrochloride (558 mg, 2.94 mmol), EDCI (563 mg, 2.94 mmol), HOBt (410 mg, 2.94 mmol) and diisopropylethylamine (853 μL, 4.9 mmol) were successively added to a solution of (E)-3-(7-oxo-5,6,7,8-tetrahydro-1,8-naphthyridin-3-yl)-acrylic acid hydrochloride (500 mg, 1.96 mmol) in dimethylformamide (50 mL) at room temperature. The reaction mixture was stirred for 2 days and then diluted by addition of ethyl acetate (50 mL) and water (50 mL). The aqueous layer was separ... Reactants: C1CCOC1 (THF), COC1=NC=CC(=C1)C1=CC=C(C=C1)N1C(O[C@H](C1)CNC(C)=O)=O (N-({(5S)-3-[4-(2-methoxypyridin-4-yl)phenyl]-2-oxo-1,3-oxazolidin-5-yl}methyl)acetamide), C([O-])([O-])=O.[K+].[K+] (potassium carbonate), CI (methyl iodide). The solvent is C(Cl)Cl (CH2Cl2). Conditions: temperature 85 celsius. The product is CN1C(C=C(C=C1)C1=CC=C(C=C1)N1C(O[C@H](C1)CNC(C)=O)=O)=O (N-({(5S)-3-[4-(1-methyl-2-oxo-1,2-dihydropyridin-4-yl)phenyl]-2-oxo-1,3-oxazolidin-5-yl}methyl)acetamide). The yield is 69.0%. Reaction SMILES: [CH2:1]1COCC1.C[O:7][C:8]1[CH:13]=[C:12]([C:14]2[CH:19]=[CH:18][C:17]([N:20]3[CH2:24][C@H:23]([CH2:25][NH:26][C:27](=[O:29])[CH3:28])[O:22][C:21]3=[O:30])=[CH:16][CH:15]=2)[CH:11]=[CH:10][N:9]=1.C(=O)([O-])[O-].[K+].[K+].CI>C(Cl)Cl>[CH3:1][N:9]1[CH:10]=[CH:11][C:12]([C:14]2[CH:15]=[CH:16][C:17]([N:20]3[CH2:24][C@H:23]([CH2:25][NH:26][C:27](=[O:29])[CH3:28])[O:22][C:21]3=[O:30])=[CH:18][CH:19]=2)=[CH:13][C:8]1=[O:7] |f:2.3.4|. Procedure: To a stirred anhydrous THF (10 mL) mixture of N-({(5S)-3-[4-(2-methoxypyridin-4-yl)phenyl]-2-oxo-1,3-oxazolidin-5-yl}methyl)acetamide (0.667 g, 1.95 mmol) in a sealed tube, is added potassium carbonate (0.807 g, 6.0 mmol) and methyl iodide (1 mL, 17 mmol). The mixture is heated to 85° C. for 16 hours. The reaction is cooled to RT and diluted to 300 mL with CH2Cl2. The K2CO3 is filtered. The solution is concentrated to dryness, dissolved in MeOH (20 mL) and treated with saturated Na2S2O3. The sol... Reactants: Cl.O[C@@H]1C[C@H](NC1)C(=O)OC ((2S,4R)-methyl 4-hydroxypyrrolidine-2-carboxylate hydrochloride), ClCC(=O)Cl (chloroacetyl chloride), C (charcoal). The solvent is C1=CC=CC=C1 (benzene). Reaction conditions: time 30 minute. Product: ClCC(=O)N1[C@@H](C[C@H](C1)O)C(=O)OC ((2S,4R)-methyl 1-(2-chloroacetyl)-4-hydroxypyrrolidine-2-carboxylate). As a reaction SMILES: Cl.[OH:2][C@H:3]1[CH2:7][NH:6][C@H:5]([C:8]([O:10][CH3:11])=[O:9])[CH2:4]1.[Cl:12][CH2:13][C:14](Cl)=[O:15].C>C1C=CC=CC=1>[Cl:12][CH2:13][C:14]([N:6]1[CH2:7][C@H:3]([OH:2])[CH2:4][C@H:5]1[C:8]([O:10][CH3:11])=[O:9])=[O:15] |f:0.1|. Procedure: To a suspension of Example 19A (130 g, 0.72 mol, 1 equivalent) in benzene (3.9 L), chloroacetyl chloride (81.1 g, 0.72 mol, 1 equivalent) was added dropwise at 20-25° C. The reaction mixture was refluxed for 5 hours. Then, charcoal (500 mg) was added, and the reaction mixture was hot filtered through diatomaceous earth. The filtrate was concentrated under reduced pressure. To this crude material, methyl tert-butyl ether (650 mL) was added, and the mixture was stirred for 30 minutes. The solid wa... Reactants: N1=CC=CC=C1 (Pyridine), NC1=C(C=C(C=C1)C1=CN(C=2N=CN=C(C21)N)C2CCOCC2)OC (5-(4-Amino-3-methoxyphenyl)-7-tetrahydro-2H-4-pyranyl-7H-pyrrolo[2,3-d]pyrimidin-4-amine), Cl.N1=C(C=CC=C1)C(=O)Cl (2-pyridinecarbonyl chloride hydrochloride). Solvent: ClCCl (dichloromethane). Run at time 2 hour. Yields the product NC=1C2=C(N=CN1)N(C=C2C2=CC(=C(C=C2)NC(C2=CC=CC=C2)=O)OC)C2CCOCC2 (N1-[4-(4-amino-7-tetrahydro-2H-4-pyranyl-7H-pyrrolo[2,3-d]pyrimidin-5-yl)-2-methoxyphenyl]benzamide). Reaction SMILES: [NH2:1][C:2]1[CH:7]=[CH:6][C:5]([C:8]2[C:16]3[C:15]([NH2:17])=[N:14][CH:13]=[N:12][C:11]=3[N:10]([CH:18]3[CH2:23][CH2:22][O:21][CH2:20][CH2:19]3)[CH:9]=2)=[CH:4][C:3]=1[O:24][CH3:25].N1C=CC=C[CH:27]=1.Cl.N1[CH:38]=[CH:37][CH:36]=[CH:35][C:34]=1[C:39](Cl)=[O:40]>ClCCl>[NH2:17][C:15]1[C:16]2[C:8]([C:5]3[CH:6]=[CH:7][C:2]([NH:1][C:39](=[O:40])[C:34]4[CH:27]=[CH:38][CH:37]=[CH:36][CH:35]=4)=[C:3]([O:24][CH3:25])[CH:4]=3)=[CH:9][N:10]([CH:18]3[CH2:19][CH2:20][O:21][CH2:22][CH2:23]3)[C:11]=2[N:12]=[CH:13][N:14]=1 |f:2.3|. Reported procedure: 5-(4-Amino-3-methoxyphenyl)-7-tetrahydro-2H-4-pyranyl-7H-pyrrolo[2,3-d]pyrimidin-4-amine (80mg, 0.236 mmol) was dissolved in dichloromethane (2.0 mL). Pyridine (2.0 mL) was added followed by 2-pyridinecarbonyl chloride hydrochloride (63 mg, 0.353 mmol). After stirring at room temperature for 2 hours, the solvent was removed and the residue was dissolved in 1 ml DMSO, methanol (1 mL) was added and precipitate was formed. The solid was collected by filtration to give N1-[4-(4-amino-7-tetrahydro-2H...